describe an organic reaction: reactants, conditions, products, and yield From a dataset of the Open Reaction Database (ORD), a public repository of structured organic reaction records. Starting materials: CC(C)(C)OC(=O)NC1CS(=O)(=O)C(c2ccccc2)CN(CC2CC2)C1=O, ClCCl, O=C(O)C(F)(F)F. Yields the product NC1CS(=O)(=O)C(c2ccccc2)CN(CC2CC2)C1=O. As a reaction SMILES: [CH:8]1([CH2:11][N:12]2[CH2:13][CH:14]([c:30]3[cH:31][cH:32][cH:33][cH:34][cH:35]3)[S:15](=[O:28])(=[O:29])[CH2:16][CH:17]([NH:20][C:21](=[O:22])[O:23][C:24]([CH3:25])([CH3:26])[CH3:27])[C:18]2=[O:19])[CH2:9][CH2:10]1.[Cl:36][CH2:37][Cl:38].[OH:1][C:2]([C:3]([F:4])([F:5])[F:6])=[O:7]>>[CH:8]1([CH2:11][N:12]2[CH2:13][CH:14]([c:30]3[cH:31][cH:32][cH:33][cH:34][cH:35]3)[S:15](=[O:28])(=[O:29])[CH2:16][CH:17]([NH2:20])[C:18]2=[O:19])[CH2:9][CH2:10]1. Yields the product CCn1nc(NC(=O)C(C)(C)S(=O)(=O)CC2CC2)nc1-c1ccc(OC)cc1. The reactants are CCn1nc(N)nc1-c1ccc(OC)cc1, CCN(C(C)C)C(C)C, CC(C)(C(=O)O)S(=O)(=O)CC1CC1, [Cl-], ClCCl, O=S(Cl)Cl. Reaction SMILES: [CH2:28]([CH3:29])[n:30]1[n:31][c:32]([NH2:43])[n:33][c:34]1-[c:35]1[cH:36][cH:37][c:38]([O:41][CH3:42])[cH:39][cH:40]1.[CH:19]([N:20]([CH2:21][CH3:22])[CH:23]([CH3:24])[CH3:25])([CH3:26])[CH3:27].[CH:1]1([CH2:4][S:5](=[O:6])(=[O:7])[C:8]([C:9](=[O:10])[OH:11])([CH3:12])[CH3:13])[CH2:2][CH2:3]1.[Cl-:14].[Cl:44][CH2:45][Cl:46].[S:15]([Cl:16])([Cl:17])=[O:18]>>[CH:1]1([CH2:4][S:5](=[O:6])(=[O:7])[C:8]([C:9](=[O:11])[NH:43][c:32]2[n:31][n:30]([CH2:28][CH3:29])[c:34](-[c:35]3[cH:36][cH:37][c:38]([O:41][CH3:42])[cH:39][cH:40]3)[n:33]2)([CH3:12])[CH3:13])[CH2:2][CH2:3]1. Conditions: time 8 hour. RXN SMILES: [CH3:1][C:2]1[CH:7]=[C:6]([C:8]([N:10]2[C:16]3[CH:17]=[CH:18][CH:19]=[CH:20][C:15]=3[CH2:14][N:13]3[C:21]([C:24](O)=[O:25])=[CH:22][CH:23]=[C:12]3[CH2:11]2)=[O:9])[CH:5]=[CH:4][C:3]=1[C:27]1[CH:32]=[CH:31][CH:30]=[CH:29][C:28]=1[C:33]([F:36])([F:35])[F:34].[N:37]1[CH:42]=[CH:41][C:40]([N:43]2[CH2:48][CH2:47][NH:46][CH2:45][CH2:44]2)=[CH:39][CH:38]=1.O.ON1C2C=CC=CC=2N=N1.Cl.CN(C)CCCN=C=NCC.C(N(CC)C(C)C)(C)C>CN(C)C=O.C(OCC)(=O)C>[CH3:1][C:2]1[CH:7]=[C:6]([C:8]([N:10]2[C:16]3[CH:17]=[CH:18][CH:19]=[CH:20][C:15]=3[CH2:14][N:13]3[C:21]([C:24]([N:46]4[CH2:47][CH2:48][N:43]([C:40]5[CH:41]=[CH:42][N:37]=[CH:38][CH:39]=5)[CH2:44][CH2:45]4)=[O:25])=[CH:22][CH:23]=[C:12]3[CH2:11]2)=[O:9])[CH:5]=[CH:4][C:3]=1[C:27]1[CH:32]=[CH:31][CH:30]=[CH:29][C:28]=1[C:33]([F:36])([F:35])[F:34] |f:2.3,4.5|. Reactants: C(C)(C)N(C(C)C)CC (N,N-diisopropylethyl amine), CC1=C(C=CC(=C1)C(=O)N1CC=2N(CC3=C1C=CC=C3)C(=CC2)C(=O)O)C2=C(C=CC=C2)C(F)(F)F (10-(2-Methyl-2′-trifluoromethyl-biphenyl-4-carbonyl)-10,11-dihydro-5H-pyrrolo[2,1-c][1,4]benzodiazepine-3-carboxylic acid), N1=CC=C(C=C1)N1CCNCC1 (1-(4-pyridinyl)-piperazine), O.ON1N=NC2=C1C=CC=C2 (1-hydroxybenzotriazole monohydrate), Cl.CN(CCCN=C=NCC)C (1-[3-(dimethylamino)propyl]-3-ethylcarbodiimide hydrochloride). Run in CN(C=O)C (N,N-dimethylformamide), C(C)(=O)OCC (ethyl acetate). Procedure: To a solution of 10-(2-methyl-2′-trifluoromethyl-biphenyl-4-carbonyl)-10,11-dihydro-5H-pyrrolo[2,1-c][1,4]benzodiazepine-3-carboxylic acid of Step F (0.50 g, 1.02 mmol), 1-(4-pyridinyl)-piperazine (0.20 g, 1.23 mmol) and 1-hydroxybenzotriazole monohydrate (0.15 g, 1.11 mmol) in N,N-dimethylformamide (4 mL) was added 1-[3-(dimethylamino)propyl]-3-ethylcarbodiimide hydrochloride (0.22 g, 1.15 mmol) followed by N,N-diisopropylethyl amine (0.27 mL, 1.55 mmol). The reaction mixture was stirred overni... Yields the product CC1=C(C=CC(=C1)C(=O)N1CC=2N(CC3=C1C=CC=C3)C(=CC2)C(=O)N2CCN(CC2)C2=CC=NC=C2)C2=C(C=CC=C2)C(F)(F)F ([10-(2-Methyl-2′-trifluoromethyl-biphenyl-4-carbonyl)-10,11-dihydro-5H-pyrrolo[2,1-c][1,4]benzodiazepin-3-yl]-(4-pyridin-4-yl-piperazin-1-yl)-methanone). Yield: 60.1%. Starting materials: FC(C(=O)O)(F)F (trifluoroacetic acid), C(C)(C)(C)OC(=O)CCCCCCCOC=1C(=CC=2C(CCC(C2C1)(C)C)(C)C)C=1C=C(C=CC1OC)C=CC(=O)OCC (ethyl 3-{3-[3-(7-tert-butoxycarbonylheptyloxy)-5,5,8,8-tetramethyl-5,6,7,8-tetrahydro-2-naphthyl]-4-methoxyphenyl}acrylate), O (water). Run in ClCCl (dichloromethane). Reaction conditions: time 4 hour. Yields the product C(=O)(O)CCCCCCCOC=1C(=CC=2C(CCC(C2C1)(C)C)(C)C)C=1C=C(C=CC1OC)C=CC(=O)O (3-{3-[3-(7-Carboxyheptyloxy)-5,5,8,8-tetramethyl-5,6,7,8-tetrahydro-2-naphthyl]-4-methoxyphenyl}acrylic Acid). Isolated yield 105.3%. Reaction SMILES: C([O:5][C:6]([CH2:8][CH2:9][CH2:10][CH2:11][CH2:12][CH2:13][CH2:14][O:15][C:16]1[C:17]([C:30]2[CH:31]=[C:32]([CH:38]=[CH:39][C:40]([O:42]CC)=[O:41])[CH:33]=[CH:34][C:35]=2[O:36][CH3:37])=[CH:18][C:19]2[C:20]([CH3:29])([CH3:28])[CH2:21][CH2:22][C:23]([CH3:27])([CH3:26])[C:24]=2[CH:25]=1)=[O:7])(C)(C)C.FC(F)(F)C(O)=O.O>ClCCl>[C:6]([CH2:8][CH2:9][CH2:10][CH2:11][CH2:12][CH2:13][CH2:14][O:15][C:16]1[C:17]([C:30]2[CH:31]=[C:32]([CH:38]=[CH:39][C:40]([OH:42])=[O:41])[CH:33]=[CH:34][C:35]=2[O:36][CH3:37])=[CH:18][C:19]2[C:20]([CH3:28])([CH3:29])[CH2:21][CH2:22][C:23]([CH3:27])([CH3:26])[C:24]=2[CH:25]=1)([OH:7])=[O:5]. Reported procedure: A solution of 3.75 g (6.18 mmol) of ethyl 3-{3-[3-(7-tert-butoxycarbonylheptyloxy)-5,5,8,8-tetramethyl-5,6,7,8-tetrahydro-2-naphthyl]-4-methoxyphenyl}acrylate obtained in Example 22(b) dissolved in 60 ml of dichloromethane was placed in a round-bottomed flask, 4.76 ml (61.8 mmol) of trifluoroacetic acid were added, and the mixture was stirred at room temperature for 4 hours. The reaction medium was poured into water and extracted with ethyl ether, and the organic phase was decanted, dried over m...